Dataset: the Open Reaction Database (ORD), a public repository of structured organic reaction records. Task: describe an organic reaction: reactants, conditions, products, and yield Reactants: CCOC(=O)c1nc(C#N)c2c(ccn2Cc2cccc(OC)c2)c1OC(C)=O, CC#N, O=C1CCC(=O)N1Cl. Product: CCOC(=O)c1nc(C#N)c2c(c(Cl)cn2Cc2cccc(OC)c2)c1OC(C)=O. RXN SMILES: [CH2:1]([CH3:2])[O:3][C:4](=[O:5])[c:6]1[c:7]([O:26][C:27]([CH3:28])=[O:29])[c:8]2[c:9]([c:10]([C:12]#[N:13])[n:11]1)[n:14]([CH2:17][c:18]1[cH:19][c:20]([O:24][CH3:25])[cH:21][cH:22][cH:23]1)[cH:15][cH:16]2.[CH3:38][C:39]#[N:40].[Cl:30][N:31]1[C:32](=[O:33])[CH2:34][CH2:35][C:36]1=[O:37]>>[CH2:1]([CH3:2])[O:3][C:4](=[O:5])[c:6]1[c:7]([O:26][C:27]([CH3:28])=[O:29])[c:8]2[c:9]([c:10]([C:12]#[N:13])[n:11]1)[n:14]([CH2:17][c:18]1[cH:19][c:20]([O:24][CH3:25])[cH:21][cH:22][cH:23]1)[cH:15][c:16]2[Cl:30].